Dataset: the Open Reaction Database (ORD), a public repository of structured organic reaction records. Task: describe an organic reaction: reactants, conditions, products, and yield Starting materials: C1CCOC1, CCO, OC1CN(c2cc(Cl)ncn2)C1, NN, O. Product: NNc1cc(N2CC(O)C2)ncn1. Reaction SMILES: [CH2:19]1[O:20][CH2:21][CH2:22][CH2:23]1.[CH3:16][CH2:17][OH:18].[Cl:1][c:2]1[cH:3][c:4]([N:8]2[CH2:9][CH:10]([OH:12])[CH2:11]2)[n:5][cH:6][n:7]1.[NH2:14][NH2:15].[OH2:13]>>[c:2]1([NH:14][NH2:15])[cH:3][c:4]([N:8]2[CH2:9][CH:10]([OH:12])[CH2:11]2)[n:5][cH:6][n:7]1. Starting materials: COC1=C2C(=NNC(C2=CC(=C1)OC)=O)CC (5,7-dimethoxy-4-ethyl-2H-phthalazin-1-one), P(=O)(Cl)(Cl)Cl (phosphoryl chloride). Product: ClC1=NN=C(C2=C(C=C(C=C12)OC)OC)CC (1-Chloro-5,7-dimethoxy-4-ethylphthalazine). Reaction SMILES: [CH3:1][O:2][C:3]1[CH:12]=[C:11]([O:13][CH3:14])[CH:10]=[C:9]2[C:4]=1[C:5]([CH2:16][CH3:17])=[N:6][NH:7][C:8]2=O.P(Cl)(Cl)([Cl:20])=O>>[Cl:20][C:8]1[C:9]2[C:4](=[C:3]([O:2][CH3:1])[CH:12]=[C:11]([O:13][CH3:14])[CH:10]=2)[C:5]([CH2:16][CH3:17])=[N:6][N:7]=1. Procedure: This compound is obtained according to the procedure described in 1.3. by reacting 5,7-dimethoxy-4-ethyl-2H-phthalazin-1-one with phosphoryl chloride. Reactants: Cl.FC1=C(C=CC=C1)NN (2-fluorophenylhydrazine hydrochloride), crude product, C(C)OC(CC(=O)C)=O (Ethylacetoacetate), [OH-].[Na+] (NaOH). The solvent is C(C)(=O)O (acetic acid), O (water), C(Cl)Cl (DCM), C(Cl)Cl (DCM). Conditions: temperature 45 celsius, time 2 hour. The product is FC1=C(C=CC=C1)N1NC(=CC1=O)C (2-(2-Fluorophenyl)-5-methyl-1H-pyrazol-3(2H)-one). Reaction SMILES: Cl.[F:2][C:3]1[CH:8]=[CH:7][CH:6]=[CH:5][C:4]=1[NH:9][NH2:10].C([O:13][C:14](=O)[CH2:15][C:16]([CH3:18])=O)C.[OH-].[Na+]>C(O)(=O)C.O.C(Cl)Cl>[F:2][C:3]1[CH:8]=[CH:7][CH:6]=[CH:5][C:4]=1[N:9]1[C:14](=[O:13])[CH:15]=[C:16]([CH3:18])[NH:10]1 |f:0.1,3.4|. Reported procedure: A stirred suspension of 2-fluorophenylhydrazine hydrochloride (1000 g, 5535 mmol) in acetic acid (1000 ml) and water (1000 ml) was heated at 45° C. Ethylacetoacetate (700 ml) was added dropwise over 30 mins and this was stirred at 88° C. for 2 hr. The resulting mixture was cooled to 5° C. and poured onto ice (3000 g) and DCM (4500 ml). 30% NaOH (aq) (2400 ml) was added and the mixture was stirred for 15 mins, then separated and extracted with DCM (1500 ml). The organic extracts were washed with ... Starting materials: COC1=CC(=NC=C1)CCC(=O)O (3-(4-methoxypyridin-2-yl)propionic acid), NC1=NC=C(C=C1N)CC(C)C (2,3-diamino-5-(2-methylpropyl)pyridine). Solvent: ClCCl.CO (dichloromethane methanol). Product: COC1=CC(=NC=C1)CCC(=O)O (3-(4-methoxypyridin-2-yl)propionic acid), NC1=NC=C(C=C1N)CC(C)C (2,3-diamino-5-(2-methylpropyl)pyridine), COC1=CC(=NC=C1)CCC1=NC=2C(=NC=C(C2)CC(C)C)N1 (2-[2-(4-Methoxypyridin-2-yl)ethyl]-6-(2-methylpropyl)-3H-imidazo[4,5-b]pyridine). RXN SMILES: [CH3:1][O:2][C:3]1[CH:8]=[CH:7][N:6]=[C:5]([CH2:9][CH2:10][C:11]([OH:13])=[O:12])[CH:4]=1.[NH2:14][C:15]1[C:20]([NH2:21])=[CH:19][C:18]([CH2:22][CH:23]([CH3:25])[CH3:24])=[CH:17][N:16]=1>ClCCl.CO>[CH3:1][O:2][C:3]1[CH:8]=[CH:7][N:6]=[C:5]([CH2:9][CH2:10][C:11]([OH:13])=[O:12])[CH:4]=1.[NH2:14][C:15]1[C:20]([NH2:21])=[CH:19][C:18]([CH2:22][CH:23]([CH3:25])[CH3:24])=[CH:17][N:16]=1.[CH3:1][O:2][C:3]1[CH:8]=[CH:7][N:6]=[C:5]([CH2:9][CH2:10][C:11]2[NH:14][C:15]3=[N:16][CH:17]=[C:18]([CH2:22][CH:23]([CH3:24])[CH3:25])[CH:19]=[C:20]3[N:21]=2)[CH:4]=1 |f:2.3|. Procedure: Similarly to Example 1, 0.37 g of 3-(4-methoxypyridin-2-yl)propionic acid (starting material A1), 0.49 g of 2,3-diamino-5-(2-methylpropyl)pyridine (starting material D1) and 5 g of PPA (5 hours at 140° C. and chromatography using dichloromethane/methanol 30:1) give 0.151 g of the title compound of m.p. 111–113° C. The mass spectrum shows the molecular peak MH+ at 311.3 Da. Reactants: O1CCC(CC1)C(=O)OC (methyl tetrahydro-2H-pyran-4-carboxylate), N (ammonia). Conditions: time 43.5 hour. The product is O1CCC(CC1)C(=O)N (Tetrahydro-2H-4-pyrancarboxamide). Yield: 74.6%. As a reaction SMILES: [O:1]1[CH2:6][CH2:5][CH:4]([C:7]([O:9]C)=O)[CH2:3][CH2:2]1.[NH3:11]>>[O:1]1[CH2:6][CH2:5][CH:4]([C:7]([NH2:11])=[O:9])[CH2:3][CH2:2]1. Procedure: Concentrated aqueous ammonia (50 mL) was added to methyl tetrahydro-2H-pyran-4-carboxylate (50 g, 347 mmol) and the reaction mixture was stirred for 43.5 hours at room temperature. The reaction mixture was then cooled in an ice water bath, after which the precipitate was filtered out and dried under reduced pressure at 40° C. to afford 33.4 g of the title compound (74.6% yield). The reactants are COC=1C=C(C=CC1OCOCCOC)C=CC(=O)NCCN1CCC(CC1)OC(C1=CC=CC=C1)C1=CC=CC=C1 (1-[2-[3-[3-methoxy-4-(β-methoxyethoxymethoxy)phenyl]-2-propenoyl]aminoethyl]-4-benzhydroxypiperidine), O.C1(=CC=C(C=C1)S(=O)(=O)O)C (p-toluenesulfonic acid monohydrate), C([O-])([O-])=O.[Na+].[Na+] (sodium carbonate), O (Water). Yields the product COC=1C=C(C=CC1O)C=CC(=O)NCCN1CCC(CC1)OC(C1=CC=CC=C1)C1=CC=CC=C1 (1-[2-[3-(3-methoxy-4-hydroxyphenyl)-2-propenoyl]aminoethyl]-4-benzhydroxypiperidine). Reaction SMILES: [CH3:1][O:2][C:3]1[CH:4]=[C:5]([CH:16]=[CH:17][C:18]([NH:20][CH2:21][CH2:22][N:23]2[CH2:28][CH2:27][CH:26]([O:29][CH:30]([C:37]3[CH:42]=[CH:41][CH:40]=[CH:39][CH:38]=3)[C:31]3[CH:36]=[CH:35][CH:34]=[CH:33][CH:32]=3)[CH2:25][CH2:24]2)=[O:19])[CH:6]=[CH:7][C:8]=1[O:9]COCCOC.O.C1(C)C=CC(S(O)(=O)=O)=CC=1.O.C(=O)([O-])[O-].[Na+].[Na+]>CO>[CH3:1][O:2][C:3]1[CH:4]=[C:5]([CH:16]=[CH:17][C:18]([NH:20][CH2:21][CH2:22][N:23]2[CH2:24][CH2:25][CH:26]([O:29][CH:30]([C:37]3[CH:38]=[CH:39][CH:40]=[CH:41][CH:42]=3)[C:31]3[CH:32]=[CH:33][CH:34]=[CH:35][CH:36]=3)[CH2:27][CH2:28]2)=[O:19])[CH:6]=[CH:7][C:8]=1[OH:9] |f:1.2,4.5.6|. Procedure: To a solution of 292 mg (0.508 mmol) of the amide compound in methanol (8 ml) was added 112 mg (0.589 mmol) of p-toluenesulfonic acid monohydrate, and the mixture was refluxed for 20 minites. Water was added to the reaction mixture, which was adjusted to a pH value of 11 by the addition of an aqueous solution of sodium carbonate and then extracted with ethyl acetate. The organic layer was washed with water and concentrated by evaporation under reduced pressure. The residue was subjected to silic... The solvent is CO (methanol). Yield: 66.3%. The reactants are OC=1C=C(OCCN2C(C3=CC=CC=C3C2=O)=O)C=CC1 (2-[2-(3-hydroxy-phenoxy)-ethyl]-isoindole-1,3-dione), CC1=C(CO)C(=CC=C1)C (2,6-dimethylbenzyl alcohol). Product: CC1=C(COC=2C=C(OCCN3C(C4=CC=CC=C4C3=O)=O)C=CC2)C(=CC=C1)C (2-(2-(3-(2,6-dimethylbenzyloxy)phenoxy)ethyl)isoindoline-1,3-dione). Reaction SMILES: [OH:1][C:2]1[CH:3]=[C:4]([CH:19]=[CH:20][CH:21]=1)[O:5][CH2:6][CH2:7][N:8]1[C:16](=[O:17])[C:15]2[C:10](=[CH:11][CH:12]=[CH:13][CH:14]=2)[C:9]1=[O:18].[CH3:22][C:23]1[CH:30]=[CH:29][CH:28]=[C:27]([CH3:31])[C:24]=1[CH2:25]O>>[CH3:22][C:23]1[CH:30]=[CH:29][CH:28]=[C:27]([CH3:31])[C:24]=1[CH2:25][O:1][C:2]1[CH:3]=[C:4]([CH:19]=[CH:20][CH:21]=1)[O:5][CH2:6][CH2:7][N:8]1[C:9](=[O:18])[C:10]2[C:15](=[CH:14][CH:13]=[CH:12][CH:11]=2)[C:16]1=[O:17]. Reported procedure: Mitsunobu reaction of phenol 24 with 2,6-dimethylbenzyl alcohol gave 2-(2-(3-(2,6-dimethylbenzyloxy)phenoxy)ethyl)isoindoline-1,3-dione as yellow oil. Yield (1.2 g, 85%): 1H NMR (400 MHz, CDCl3) δ 7.85-7.88 (m, 2H), 7.71-7.74 (m, 2H), 7.12-7.18 (m, 1H), 7.01-7.10 (m, 3H), 6.60 (dd, J=8.0, 1.8 Hz, 1H), 6.57 (s, 1H), 6.51 (dd, J=8.0, 1.8 Hz, 1H), 4.99 (s, 2H), 4.09-4.24 (m, 4H), 2.38 (s, 6H). Reactants: BrB(Br)Br, O=C([O-])O, COc1ccc(-c2cnc(NC(=S)Cc3ccccc3)c(Cc3ccccc3)n2)cc1, ClCCl, [Na+]. The product is Oc1ccc(-c2cnc(NC(=S)Cc3ccccc3)c(Cc3ccccc3)n2)cc1. Reaction SMILES: [B:32]([Br:33])([Br:34])[Br:35].[C:36](=[O:37])([OH:38])[O-:39].[CH2:1]([c:2]1[cH:3][cH:4][cH:5][cH:6][cH:7]1)[c:8]1[c:9]([NH:22][C:23]([CH2:24][c:25]2[cH:26][cH:27][cH:28][cH:29][cH:30]2)=[S:31])[n:10][cH:11][c:12](-[c:14]2[cH:15][cH:16][c:17]([O:20][CH3:21])[cH:18][cH:19]2)[n:13]1.[Cl:41][CH2:42][Cl:43].[Na+:40]>>[CH2:1]([c:2]1[cH:3][cH:4][cH:5][cH:6][cH:7]1)[c:8]1[c:9]([NH:22][C:23]([CH2:24][c:25]2[cH:26][cH:27][cH:28][cH:29][cH:30]2)=[S:31])[n:10][cH:11][c:12](-[c:14]2[cH:15][cH:16][c:17]([OH:20])[cH:18][cH:19]2)[n:13]1.